From a dataset of the Open Reaction Database (ORD), a public repository of structured organic reaction records. describe an organic reaction: reactants, conditions, products, and yield Reactants: OCC1=CN=NN1C=1C=C(C=CC1)C1=NC2=C(NC(C1)=O)C=C(C(=C2)N(C)C(C)C)C(F)(F)F (4-[3-(5-hydroxymethyl-[1,2,3]triazol-1-yl)-phenyl]-7-(isopropyl-methyl-amino)-8-trifluoromethyl-1,3-dihydro-benzo[b][1,4]diazepin-2-one), S(=O)(Cl)Cl (thionylchloride), [Cl-] (chloride), NCC1CC1 (aminomethyl-cyclopropane). Run in ClCCl (dichloromethane), CN(C)C=O (DMF). Yields the product C1(CC1)CNCC1=CN=NN1C=1C=C(C=CC1)C1=NC2=C(NC(C1)=O)C=C(C(=C2)N(C)C(C)C)C(F)(F)F (4-(3-{5-[(Cyclopropylmethyl-amino)-methyl]-[1,2,3]triazol-1-yl}-phenyl)-7-(isopropyl-methyl-amino)-8-trifluoromethyl-1,3-dihydro-benzo[b][1,4]diazepin-2-one), solid. The yield is 47.0%. As a reaction SMILES: O[CH2:2][C:3]1[N:7]([C:8]2[CH:9]=[C:10]([C:14]3[CH2:20][C:19](=[O:21])[NH:18][C:17]4[CH:22]=[C:23]([C:31]([F:34])([F:33])[F:32])[C:24]([N:26]([CH:28]([CH3:30])[CH3:29])[CH3:27])=[CH:25][C:16]=4[N:15]=3)[CH:11]=[CH:12][CH:13]=2)[N:6]=[N:5][CH:4]=1.S(Cl)(Cl)=O.[Cl-].[NH2:40][CH2:41][CH:42]1[CH2:44][CH2:43]1>ClCCl.CN(C=O)C>[CH:42]1([CH2:41][NH:40][CH2:2][C:3]2[N:7]([C:8]3[CH:9]=[C:10]([C:14]4[CH2:20][C:19](=[O:21])[NH:18][C:17]5[CH:22]=[C:23]([C:31]([F:32])([F:33])[F:34])[C:24]([N:26]([CH:28]([CH3:29])[CH3:30])[CH3:27])=[CH:25][C:16]=5[N:15]=4)[CH:11]=[CH:12][CH:13]=3)[N:6]=[N:5][CH:4]=2)[CH2:44][CH2:43]1. Procedure details: The title compound was prepared from 4-[3-(5-hydroxymethyl-[1,2,3]triazol-1-yl)-phenyl]-7-(isopropyl-methyl-amino)-8-trifluoromethyl-1,3-dihydro-benzo[b][1,4]diazepin-2-one (Example 119) (210 mg, 0.44 mmol) by reaction with thionylchloride in dichloromethane and subsequent treatment of the corresponding chloride with aminomethyl-cyclopropane in DMF according to the method described in Example 45. Obtained as a light brown solid (110 mg, 47%). Reactants: C(C)O (ethanol), COC=1C=C2C(=CC=NC2=CC1OC)OC1=CC(=C(N)C=C1)[N+](=O)[O-] (4-[(6,7-Dimethoxy-4-quinolyl)oxy]-2-nitroaniline), CC=1C=C(C=CC1)C(=O)N=C=S (3-methyl-1-benzenecarbonyl isothiocyanate). Run in C1(=CC=CC=C1)C (toluene). Run at time 2 hour. The product is COC=1C=C2C(=CC=NC2=CC1OC)OC1=CC(=C(C=C1)NC(=S)NC(C1=CC(=CC=C1)C)=O)[N+](=O)[O-] (N-{4-[(6,7-Dimethoxy-4-quinolyl)oxy]-2-nitrophenyl}-N′-(3-methylbenzoyl)thiourea). The yield is 91.0%. As a reaction SMILES: [CH3:1][O:2][C:3]1[CH:4]=[C:5]2[C:10](=[CH:11][C:12]=1[O:13][CH3:14])[N:9]=[CH:8][CH:7]=[C:6]2[O:15][C:16]1[CH:22]=[CH:21][C:19]([NH2:20])=[C:18]([N+:23]([O-:25])=[O:24])[CH:17]=1.C(O)C.[CH3:29][C:30]1[CH:31]=[C:32]([C:36]([N:38]=[C:39]=[S:40])=[O:37])[CH:33]=[CH:34][CH:35]=1>C1(C)C=CC=CC=1>[CH3:1][O:2][C:3]1[CH:4]=[C:5]2[C:10](=[CH:11][C:12]=1[O:13][CH3:14])[N:9]=[CH:8][CH:7]=[C:6]2[O:15][C:16]1[CH:22]=[CH:21][C:19]([NH:20][C:39]([NH:38][C:36](=[O:37])[C:32]2[CH:33]=[CH:34][CH:35]=[C:30]([CH3:29])[CH:31]=2)=[S:40])=[C:18]([N+:23]([O-:25])=[O:24])[CH:17]=1. Reported procedure: 4-[(6,7-Dimethoxy-4-quinolyl)oxy]-2-nitroaniline (50 mg) was dissolved in toluene (5 ml) and ethanol (1 ml) to prepare a solution. Commercially available 3-methyl-1-benzenecarbonyl isothiocyanate (50 μl) was then added to the solution, and the mixture was stirred at room temperature for 2 hr. The reaction solution was concentrated, and the residue was purified by chromatography on silica gel using chloroform/acetone for development to give the title compound (69 mg, yield 91%). RXN SMILES: [N-:1]=[N+:2]=[N-:3].[Na+].[CH:5]1[C:14]2[C:9](=[CH:10][CH:11]=[CH:12][CH:13]=2)[CH:8]=[CH:7][C:6]=1[S:15](Cl)(=[O:17])=[O:16]>O.CC(C)=O>[CH:5]1[C:14]2[C:9](=[CH:10][CH:11]=[CH:12][CH:13]=2)[CH:8]=[CH:7][C:6]=1[S:15]([N:1]=[N+:2]=[N-:3])(=[O:16])=[O:17] |f:0.1|. Reported procedure: A solution of sodium azide (3.1 g, 44 mmol) in water (10 ml) was added dropwise at RT to a stirred solution of 2-naphthalenesulfonyl chloride (10 g, 44 mmol) in acetone (60 ml) and stirring was continued for 2 hours. Water (50 ml) was added and the resulting mixture was decanted. The surnatant was discarded, while the brown oily residue was recrystallized from light petroleum producing after drying pure title compound (7.67 g, 32.9 mmol, yield 74.7%) as white needles, m.p.=45°. The reactants are [N-]=[N+]=[N-].[Na+] (sodium azide), C1=C(C=CC2=CC=CC=C12)S(=O)(=O)Cl (2-naphthalenesulfonyl chloride). The yield is 74.8%. Solvent: O (water), CC(=O)C (acetone), O (Water). Conditions: time 2 hour. Product: C1=C(C=CC2=CC=CC=C12)S(=O)(=O)N=[N+]=[N-] (2-Naphthalenesulfonyl azide). Starting materials: ClCCl, COC(=O)c1ccc(CCC(CO)Cc2cc(F)c(O[Si](C(C)C)(C(C)C)C(C)C)c(F)c2)cc1, O=[Cr](=O)([O-])Cl, c1cc[nH+]cc1. Yields the product COC(=O)c1ccc(CCC(C=O)Cc2cc(F)c(O[Si](C(C)C)(C(C)C)C(C)C)c(F)c2)cc1. RXN SMILES: [Cl:47][CH2:48][Cl:49].[F:1][c:2]1[cH:3][c:4]([CH2:5][CH:6]([CH2:7][CH2:8][c:9]2[cH:10][cH:11][c:12]([C:13](=[O:14])[O:15][CH3:16])[cH:17][cH:18]2)[CH2:19][OH:20])[cH:21][c:22]([F:35])[c:23]1[O:24][Si:25]([CH:26]([CH3:27])[CH3:28])([CH:29]([CH3:30])[CH3:31])[CH:32]([CH3:33])[CH3:34].[O:36]=[Cr:37]([Cl:38])([O-:39])=[O:40].[nH+:41]1[cH:42][cH:43][cH:44][cH:45][cH:46]1>>[F:1][c:2]1[cH:3][c:4]([CH2:5][CH:6]([CH2:7][CH2:8][c:9]2[cH:10][cH:11][c:12]([C:13](=[O:14])[O:15][CH3:16])[cH:17][cH:18]2)[CH:19]=[O:20])[cH:21][c:22]([F:35])[c:23]1[O:24][Si:25]([CH:26]([CH3:27])[CH3:28])([CH:29]([CH3:30])[CH3:31])[CH:32]([CH3:33])[CH3:34]. Starting materials: C(C1=CC=CC=C1)OC(=O)N[C@@H](C(=O)O)COC(CCl)C ((R)-2-(benzyloxycarbonylamino)-3-(1-chloropropan-2-yloxy)propanoic acid). The reagents and catalysts are [Pd] (Pd on Carbon). Run in CO (MeOH). Conditions: time 2.5 hour. Product: N[C@@H](C(=O)O)COC(CCl)C ((R)-2-amino-3-(1-chloropropan-2-yloxy)propanoic acid). Isolated yield 96.0%. As a reaction SMILES: C(OC([NH:11][C@H:12]([CH2:16][O:17][CH:18]([CH3:21])[CH2:19][Cl:20])[C:13]([OH:15])=[O:14])=O)C1C=CC=CC=1>CO.[Pd]>[NH2:11][C@H:12]([CH2:16][O:17][CH:18]([CH3:21])[CH2:19][Cl:20])[C:13]([OH:15])=[O:14]. Procedure details: To a solution of (R)-2-(benzyloxycarbonylamino)-3-(1-chloropropan-2-yloxy)propanoic acid in MeOH (10 mL) was added Pd on Carbon (10 wt %, catalytic amount). The mixture was stirred under H2 (1 atm) for 2.5 hours and filtered through a plug of Celite® and rinsed with MeOH. Solvent was removed to give (R)-2-amino-3-(1-chloropropan-2-yloxy)propanoic acid as an off-white solid (308 mg, 96%). MS [M+H] found 182.1. Solvent: O (water). Yield: 80.9%. The product is C(CCCCCCC)OC(=O)C1=CC=CC2=CC=CC=C12 (octyl-1-naphthoate). Conditions: temperature 120 celsius. Procedure: One mol (172 g) of α-naphthoic acid, 1.5 mol (195 g) of octyl alcohol and 3 ml of conc. H2SO4 were charged into a four-necked flask, and the whole was heated to 120° C. under agitation for 5 hours in a nitrogen atmosphere. After the end of the reaction, the resulting reaction mixture was cooled, freed from the water, sulfuric acid, unreacted naphthoic acid and alcohol by the use of a separating funnel and then distilled under a reduced pressure to obtain 230 g of octyl-1-naphthoate having a boil... As a reaction SMILES: [C:1]1([C:11]([OH:13])=[O:12])[C:10]2[C:5](=[CH:6][CH:7]=[CH:8][CH:9]=2)[CH:4]=[CH:3][CH:2]=1.[CH2:14](O)[CH2:15][CH2:16][CH2:17][CH2:18][CH2:19][CH2:20][CH3:21].OS(O)(=O)=O>O>[CH2:14]([O:12][C:11]([C:1]1[C:10]2[C:5](=[CH:6][CH:7]=[CH:8][CH:9]=2)[CH:4]=[CH:3][CH:2]=1)=[O:13])[CH2:15][CH2:16][CH2:17][CH2:18][CH2:19][CH2:20][CH3:21]. Starting materials: C1(=CC=CC2=CC=CC=C12)C(=O)O (α-naphthoic acid), C(CCCCCCC)O (octyl alcohol), OS(=O)(=O)O (H2SO4), S(O)(O)(=O)=O (sulfuric acid), C=1C=CC=2C(C1)=CC=CC2C(=O)O (naphthoic acid), alcohol. Starting materials: ClC=1C(=CC2=C(SC(=C2)C2=CC=CC=C2)C1Cl)O (6,7-dichloro-5-hydroxy-2-phenylbenzo[b]thiophene), BrCC(=O)OCC (ethyl bromoacetate), C([O-])(O)=O.[Na+] (sodium bicarbonate), CN(C=O)C (dimethylformamide). Solvent: CC(CC)=O (2-butanone). Yields the product C(C)OC(COC1=CC2=C(SC(=C2)C2=CC=CC=C2)C(=C1Cl)Cl)=O (ethyl[(6,7-dichloro-2-phenylbenzo[b]thien-5-yl)oxy]acetate). Isolated yield 71.3%. Reaction SMILES: [Cl:1][C:2]1[C:3]([OH:18])=[CH:4][C:5]2[CH:9]=[C:8]([C:10]3[CH:15]=[CH:14][CH:13]=[CH:12][CH:11]=3)[S:7][C:6]=2[C:16]=1[Cl:17].Br[CH2:20][C:21]([O:23][CH2:24][CH3:25])=[O:22].C(=O)(O)[O-].[Na+].CN(C)C=O>CC(=O)CC>[CH2:24]([O:23][C:21](=[O:22])[CH2:20][O:18][C:3]1[C:2]([Cl:1])=[C:16]([Cl:17])[C:6]2[S:7][C:8]([C:10]3[CH:15]=[CH:14][CH:13]=[CH:12][CH:11]=3)=[CH:9][C:5]=2[CH:4]=1)[CH3:25] |f:2.3|. Reported procedure: A mixture of 5.1 g of 6,7-dichloro-5-hydroxy-2-phenylbenzo[b]thiophene. 3.5 g of ethyl bromoacetate and 5 g of sodium bicarbonate in 100 ml of 2-butanone containing 10 ml of dimethylformamide is stirred at 85°-90° for 16 hours. The mixture is concentrated at reduced pressure to remove the sovents and the residue is triturated with 50 g of ice-water. After 30 minutes the solid is filtered and air dried. Recrystallization from ether-hexane gives 4.7 g of ethyl[(6,7-dichloro-2-phenylbenzo[b]thien-5... The reactants are O=C1CCO1, CC(C)(C)[O-], Cl, [K+], C1CCOC1, Cc1cc(O)ccc1C=O. Yields the product Cc1cc(OCCC(=O)O)ccc1C=O. As a reaction SMILES: [C:17]1(=[O:21])[CH2:18][CH2:19][O:20]1.[CH3:11][C:12]([CH3:13])([O-:14])[CH3:15].[ClH:22].[K+:16].[O:23]1[CH2:24][CH2:25][CH2:26][CH2:27]1.[OH:1][c:2]1[cH:3][c:4]([CH3:10])[c:5]([CH:6]=[O:7])[cH:8][cH:9]1>>[O:1]([c:2]1[cH:3][c:4]([CH3:10])[c:5]([CH:6]=[O:7])[cH:8][cH:9]1)[CH2:19][CH2:18][C:17](=[O:20])[OH:21].